This data is from the Open Reaction Database (ORD), a public repository of structured organic reaction records. The task is: describe an organic reaction: reactants, conditions, products, and yield Starting materials: CS(=O)C1=NN2C(C=N1)=CC=C2C2=C(C=CC=C2)OC (2-Methanesulfinyl-7-(2-methoxy-phenyl)-pyrrolo[2,1-f][1,2,4]triazine), CS(=O)C1=NN2C(C=N1)=CC=C2C=2C=NC=CC2 (2-Methanesulfinyl-7-pyridin-3-yl-pyrrolo[2,1-f][1,2,4]triazine). Product: N1=CC(=CC=C1)C1=CC=C2C=NC(=NN21)N2C=NC=1C=NC=CC12 (1-(7-Pyridin-3-yl-pyrrolo[2,1-f][1,2,4]triazin-2-yl)-1H-imidazo[4,5-c]pyridine). RXN SMILES: CS([C:4]1[N:9]=[CH:8][C:7]2=CC=[C:12]([C:13]3[CH:18]=CC=CC=3OC)[N:6]2[N:5]=1)=O.CS([C:24]1[N:29]=[CH:28][C:27]2=[CH:30][CH:31]=[C:32]([C:33]3[CH:34]=[N:35][CH:36]=[CH:37][CH:38]=3)[N:26]2[N:25]=1)=O>>[N:35]1[CH:36]=[CH:37][CH:38]=[C:33]([C:32]2[N:26]3[C:27]([CH:28]=[N:29][C:24]([N:5]4[C:18]5[CH:13]=[CH:12][N:6]=[CH:7][C:8]=5[N:9]=[CH:4]4)=[N:25]3)=[CH:30][CH:31]=2)[CH:34]=1. Reported procedure: The compound was made in an analogous fashion to Example 322 replacing 2-Methanesulfinyl-7-(2-methoxy-phenyl)-pyrrolo[2,1-f][1,2,4]triazine with 2-Methanesulfinyl-7-pyridin-3-yl-pyrrolo[2,1-f][1,2,4]triazine to afford 60.57 mg of 1-(7-Pyridin-3-yl-pyrrolo[2,1-f][1,2,4]triazin-2-yl)-1H-imidazo[4,5-c]pyridine as a lyophilized powder. (M+H)=314.6. 1H NMR (400 MHz, DMSO, d6) δ 9.43 (s, 1H), 9.36 (s, 1H), 9.29 (s, 1H), 8.69 (m, 2H), 8.50 (m, 2H), 8.23 (m, 1H), 7.65 (m, 2H), 7.38 (d, 1H, J=4.84 Hz). The reactants are O1N=BC=C1 (oxazaborole), ice, ClC1=CC=C2C=CC(=NC2=C1)C=CC=1C=C(C=CC1)C(CCC1=C(C(=O)OC)C=CC=C1)=O (Methyl 2-(3-(3-(2-(7-chloro-2-quinolinyl)ethenyl)phenyl)-3-oxopropyl)benzoate), B.C1CCOC1 (BH3.THF). Run in C1CCOC1 (THF), C1CCOC1 (THF). Run at temperature -5 celsius. The product is ClC1=CC=C2C=CC(=NC2=C1)C=CC=1C=C(C=CC1)[C@@H](CCC1=C(C(=O)OC)C=CC=C1)O (Methyl 2-(3-(3-(2-(7-chloro-2-quinolinyl)ethenyl)phenyl)-3(R)-hydroxypropyl)benzoate). RXN SMILES: O1C=CB=N1.[Cl:6][C:7]1[CH:16]=[C:15]2[C:10]([CH:11]=[CH:12][C:13]([CH:17]=[CH:18][C:19]3[CH:20]=[C:21]([C:25](=[O:38])[CH2:26][CH2:27][C:28]4[CH:37]=[CH:36][CH:35]=[CH:34][C:29]=4[C:30]([O:32][CH3:33])=[O:31])[CH:22]=[CH:23][CH:24]=3)=[N:14]2)=[CH:9][CH:8]=1.B.C1COCC1>C1COCC1>[Cl:6][C:7]1[CH:16]=[C:15]2[C:10]([CH:11]=[CH:12][C:13]([CH:17]=[CH:18][C:19]3[CH:20]=[C:21]([C@H:25]([OH:38])[CH2:26][CH2:27][C:28]4[CH:37]=[CH:36][CH:35]=[CH:34][C:29]=4[C:30]([O:32][CH3:33])=[O:31])[CH:22]=[CH:23][CH:24]=3)=[N:14]2)=[CH:9][CH:8]=1 |f:2.3|. Procedure details: At -20° C., a solution of (S)-tetrahydro-1-methyl-3,3-diphenyl-1H,3H-pyrrolo(1,2-c) (1,3,2,) oxazaborole.borane complex (J. Am. Chem. Soc., 104, 5551-5553 (1987) 6.34 g, 21.8 mmol) in anhydrous THF (20 ml) was added dropwise to a solution of the ketone of Step 2 (33.1 g, 72.6 mmol) in THF (300 mL). Then, 1.0M BH3.THF (108 ml) was added slowly and the reaction mixture was slowly warmed up to -5° C. within 3-4 hours. The mixture was added to an ice cold 25% NH4OAc solution. The product was extract...